This data is from the Open Reaction Database (ORD), a public repository of structured organic reaction records. The task is: describe an organic reaction: reactants, conditions, products, and yield Starting materials: O=C([O-])O, COc1ccc(C(=O)N(C(=O)c2ccc(OC)cc2)c2nc3ccc(N4CCN(C)CC4)cc3c(NCc3ccccc3)c2C#N)cc1, CC(=O)O, CC#N, [Na+]. Yields the product COc1ccc(C(=O)Nc2nc3ccc(N4CCN(C)CC4)cc3c(NCc3ccccc3)c2C#N)cc1. RXN SMILES: [C:53](=[O:54])([O-:55])[OH:56].[CH3:1][O:2][c:3]1[cH:4][cH:5][c:6]([C:7](=[O:8])[N:9]([c:10]2[n:11][c:12]3[cH:13][cH:14][c:15]([N:30]4[CH2:31][CH2:32][N:33]([CH3:36])[CH2:34][CH2:35]4)[cH:16][c:17]3[c:18]([NH:22][CH2:23][c:24]3[cH:25][cH:26][cH:27][cH:28][cH:29]3)[c:19]2[C:20]#[N:21])[C:37](=[O:38])[c:39]2[cH:40][cH:41][c:42]([O:43][CH3:44])[cH:45][cH:46]2)[cH:47][cH:48]1.[CH3:49][C:50](=[O:51])[OH:52].[CH3:58][C:59]#[N:60].[Na+:57]>>[CH3:1][O:2][c:3]1[cH:4][cH:5][c:6]([C:7](=[O:8])[NH:9][c:10]2[n:11][c:12]3[cH:13][cH:14][c:15]([N:30]4[CH2:31][CH2:32][N:33]([CH3:36])[CH2:34][CH2:35]4)[cH:16][c:17]3[c:18]([NH:22][CH2:23][c:24]3[cH:25][cH:26][cH:27][cH:28][cH:29]3)[c:19]2[C:20]#[N:21])[cH:47][cH:48]1. Reactants: CCCCCNc1nc(N)c2nc(OC)n(C3CCCCO3)c2n1, CCOCC, CO, O=C(O)C(F)(F)F. Product: CCCCCNc1nc(N)c2nc(OC)[nH]c2n1, O=C(O)C(F)(F)F. Reaction SMILES: [CH3:1][O:2][c:3]1[n:4]([CH:19]2[CH2:20][CH2:21][CH2:22][CH2:23][O:24]2)[c:5]2[n:6][c:7]([NH:13][CH2:14][CH2:15][CH2:16][CH2:17][CH3:18])[n:8][c:9]([NH2:12])[c:10]2[n:11]1.[CH3:32][CH2:33][O:34][CH2:35][CH3:36].[CH3:37][OH:38].[F:25][C:26]([C:27](=[O:28])[OH:29])([F:30])[F:31]>>[CH3:1][O:2][c:3]1[nH:4][c:5]2[n:6][c:7]([NH:13][CH2:14][CH2:15][CH2:16][CH2:17][CH3:18])[n:8][c:9]([NH2:12])[c:10]2[n:11]1.[F:25][C:26]([C:27](=[O:28])[OH:29])([F:30])[F:31]. Starting materials: COP(=O)(CC1=CC(=CC=C1)NC(C(F)(F)F)=O)CC(CC(C)C)C(NC(CC1=CC=C(C=C1)OC)C(NC)=O)=O ({2-[2-(4-Methoxyphenyl)-1-methylcarbamoylethylcarbamoyl]-4-methyl-pentyl}-[3-(2,2,2-trifluoroacetylamino)benzyl]phosphinic acid methyl ester), C([O-])([O-])=O.[K+].[K+] (potassium carbonate), [OH-].[Na+] (Sodium hydroxide). Solvent: CO (methanol). The product is COP(=O)(CC(CC(C)C)C(NC(CC1=CC=C(C=C1)OC)C(NC)=O)=O)CC1=CC(=CC=C1)N ((3-aminobenzyl){2-[2-(4-methoxy phenyl)-1-methylcarbamoylethyl carbamoyl]-4-methylpentyl}phosphinic acid methyl ester). Yield: 64.0%. RXN SMILES: [CH3:1][O:2][P:3]([CH2:19][CH:20]([C:25](=[O:41])[NH:26][CH:27]([C:37](=[O:40])[NH:38][CH3:39])[CH2:28][C:29]1[CH:34]=[CH:33][C:32]([O:35][CH3:36])=[CH:31][CH:30]=1)[CH2:21][CH:22]([CH3:24])[CH3:23])([CH2:5][C:6]1[CH:11]=[CH:10][CH:9]=[C:8]([NH:12]C(=O)C(F)(F)F)[CH:7]=1)=[O:4].C(=O)([O-])[O-].[K+].[K+].[OH-].[Na+]>CO>[CH3:1][O:2][P:3]([CH2:5][C:6]1[CH:11]=[CH:10][CH:9]=[C:8]([NH2:12])[CH:7]=1)([CH2:19][CH:20]([C:25](=[O:41])[NH:26][CH:27]([C:37](=[O:40])[NH:38][CH3:39])[CH2:28][C:29]1[CH:34]=[CH:33][C:32]([O:35][CH3:36])=[CH:31][CH:30]=1)[CH2:21][CH:22]([CH3:24])[CH3:23])=[O:4] |f:1.2.3,4.5|. Reported procedure: {2-[2-(4-Methoxyphenyl)-1-methylcarbamoylethylcarbamoyl]-4-methyl-pentyl}-[3-(2,2,2-trifluoroacetylamino)benzyl]phosphinic acid methyl ester (prepared from the appropriate starting materials using the procedures described in Example 2/Steps A-D) (105 mg, 0.18 mmole) was treated with potassium carbonate (242 mg, 1.75 mmole) in 10% aqueous methanol (10 ml) for 18 hours. 1N Sodium hydroxide (1 ml) was added and after 3 hours the reaction mixture was concentrated and ethyl acetate (25 ml) and water ...